From a dataset of the Open Reaction Database (ORD), a public repository of structured organic reaction records. describe an organic reaction: reactants, conditions, products, and yield Reactants: C1C(CC2=CC=CC=C12)NC1=CC=C(C=N1)NC=C(C(=O)OCC)C(=O)OCC (diethyl 2-((6-(2,3-dihydro-1H-inden-2-ylamino)pyridin-3-ylamino)methylene)malonate), C1(=CC=CC=C1)OC1=CC=CC=C1 (diphenyl ether). Solvent: ClCCl (dichloromethane), petroleum ether. Run at time 20 minute. The product is C1C(CC2=CC=CC=C12)NC=1N=C2C(C(=CNC2=CC1)C(=O)OCC)=O (Ethyl 6-(2,3-dihydro-1H-inden-2-yl)amino-1,4-dihydro-4-oxo-1,5-naphthyridine-3-carboxylate). Yield: 52.2%. As a reaction SMILES: [CH2:1]1[C:9]2[C:4](=[CH:5][CH:6]=[CH:7][CH:8]=2)[CH2:3][CH:2]1[NH:10][C:11]1[N:16]=[CH:15][C:14]([NH:17][CH:18]=[C:19]([C:25](OCC)=[O:26])[C:20]([O:22][CH2:23][CH3:24])=[O:21])=[CH:13][CH:12]=1.C1(OC2C=CC=CC=2)C=CC=CC=1>ClCCl>[CH2:3]1[C:4]2[C:9](=[CH:8][CH:7]=[CH:6][CH:5]=2)[CH2:1][CH:2]1[NH:10][C:11]1[N:16]=[C:15]2[C:14](=[CH:13][CH:12]=1)[NH:17][CH:18]=[C:19]([C:20]([O:22][CH2:23][CH3:24])=[O:21])[C:25]2=[O:26]. Procedure: A solution of diethyl 2-((6-(2,3-dihydro-1H-inden-2-ylamino)pyridin-3-ylamino)methylene)malonate (1.3 g) in dichloromethane (10 ml) was added very carefully into pre-heated (230° C.) diphenyl ether (20 ml) with stiffing and heating was continued with stiffing for another 20 min after addition had been completed. This was then allowed to cool to room temperature, petroleum ether (200 ml) was added, and the solid which separated was filtered off dried to give the crude product (600 mg), which was ...